This data is from the Open Reaction Database (ORD), a public repository of structured organic reaction records. The task is: describe an organic reaction: reactants, conditions, products, and yield Starting materials: ClCC1=C(N=NS1)C (5-chloromethyl-4-methyl-1,2,3-thiadiazole), [Na] (sodium), C(C)#N (acetonitrile), [Cl-].[Na+] (sodium chloride). Run at time 16 hour. The product is Cl.NCC1=C(N=NS1)C (5-aminomethyl-4-methyl-1,2,3-thiadiazole hydrochloride). Isolated yield 77.0%. Reaction SMILES: [Cl:1][CH2:2][C:3]1[S:7][N:6]=[N:5][C:4]=1[CH3:8].[Na].[Cl-].[Na+].C(#[N:14])C>>[ClH:1].[NH2:14][CH2:2][C:3]1[S:7][N:6]=[N:5][C:4]=1[CH3:8] |f:2.3,5.6,^1:8|. Reported procedure: To 50 ml of acetonitrile were added 7.0 g (47 mmol) of 5-chloromethyl-4-methyl-1,2,3-thiadiazole and 9.0 g (94 mmol) of sodium formimide. After stirring the resulting mixture for 16 hours with heating under reflux, the reaction mixture was cooled to the room temperature, a saturated aqueous solution of sodium chloride was added, the objective product was extracted with ethyl acetate, the organic layer was washed with water and dried, and the solvent was distilled off under reduced pressure. Then... Reactants: BrC1=CN=C2N1C=CC(=C2)C=2SC=CN2 (3-bromo-7-thiazol-2-yl-imidazo[1,2-a]pyridine), Cl.NC1=CC=C(C=C1)B(O)O (4-aminophenylboronic acid hydrochloride). Reagents/catalysts: [Pd].C1(=CC=CC=C1)P(C1=CC=CC=C1)C1=CC=CC=C1.C1(=CC=CC=C1)P(C1=CC=CC=C1)C1=CC=CC=C1.C1(=CC=CC=C1)P(C1=CC=CC=C1)C1=CC=CC=C1.C1(=CC=CC=C1)P(C1=CC=CC=C1)C1=CC=CC=C1 (tetrakis (triphenylphosphine) palladium (0)). Run in C([O-])([O-])=O.[Na+].[Na+] (sodium carbonate), C(C)(=O)OCC (ethyl acetate), O1CCOCC1 (dioxane). Conditions: temperature 95 celsius, time 16 hour. Product: S1C(=NC=C1)C1=CC=2N(C=C1)C(=CN2)C2=CC=C(C=C2)N (4-(7-Thiazol-2-yl-imidazo[1,2-a]pyridin-3-yl)phenylamine). Isolated yield 67.2%. Reaction SMILES: Br[C:2]1[N:6]2[CH:7]=[CH:8][C:9]([C:11]3[S:12][CH:13]=[CH:14][N:15]=3)=[CH:10][C:5]2=[N:4][CH:3]=1.Cl.[NH2:17][C:18]1[CH:23]=[CH:22][C:21](B(O)O)=[CH:20][CH:19]=1>O1CCOCC1.C(=O)([O-])[O-].[Na+].[Na+].C(OCC)(=O)C.[Pd].C1(P(C2C=CC=CC=2)C2C=CC=CC=2)C=CC=CC=1.C1(P(C2C=CC=CC=2)C2C=CC=CC=2)C=CC=CC=1.C1(P(C2C=CC=CC=2)C2C=CC=CC=2)C=CC=CC=1.C1(P(C2C=CC=CC=2)C2C=CC=CC=2)C=CC=CC=1>[S:12]1[CH:13]=[CH:14][N:15]=[C:11]1[C:9]1[CH:8]=[CH:7][N:6]2[C:2]([C:21]3[CH:22]=[CH:23][C:18]([NH2:17])=[CH:19][CH:20]=3)=[CH:3][N:4]=[C:5]2[CH:10]=1 |f:1.2,4.5.6,8.9.10.11.12|. Procedure: Take up 3-bromo-7-thiazol-2-yl-imidazo[1,2-a]pyridine (1.07 g, 3.82 mmol) and 4-aminophenylboronic acid hydrochloride (793 mg, 4.58 mmol, 1.2 eq) in 15 mL of dioxane and 7 mL of 2 N aqueous sodium carbonate, then deoxygenate with vacuum/nitrogen bubbling as described above. Add tetrakis (triphenylphosphine) palladium (0) (221 mg, 0.19 1 mmol, 0.05 eq), fit the reaction flask with a reflux condenser and heat the mixture to 95° C. with stirring under nitrogen for approximately 16 hours. Cool the d... The reactants are ClC1=CC=C(C=N1)S(=O)(=O)NC1CCCC1 (6-chloro-N-cyclopentylpyridine-3-sulfonamide), C(C=C)Br (allyl bromide), ClC1=CC=C(C=N1)S(=O)(=O)N(CC=C)C1=CC=CC=C1 (6-chloro-N-phenyl-N-(prop-2-en-1-yl)pyridine-3-sulfonamide). The product is ClC1=CC=C(C=N1)S(=O)(=O)N(CC=C)C1CCCC1 (6-chloro-N-cyclopentyl-N-(prop-2-en-1-yl)pyridine-3-sulfonamide). As a reaction SMILES: ClC1N=CC(S(NC2CCCC2)(=O)=O)=CC=1.C(Br)C=C.[Cl:21][C:22]1[N:27]=[CH:26][C:25]([S:28]([N:31]([C:35]2[CH:40]=[CH:39][CH:38]=[CH:37]C=2)[CH2:32][CH:33]=[CH2:34])(=[O:30])=[O:29])=[CH:24][CH:23]=1>>[Cl:21][C:22]1[N:27]=[CH:26][C:25]([S:28]([N:31]([CH:35]2[CH2:40][CH2:39][CH2:38][CH2:37]2)[CH2:32][CH:33]=[CH2:34])(=[O:29])=[O:30])=[CH:24][CH:23]=1. Procedure: According to Process 10.2, starting with 1 g of 6-chloro-N-cyclopentylpyridine-3-sulfonamide and 0.42 mL of allyl bromide, 1.2 g of 6-chloro-N-phenyl-N-(prop-2-en-1-yl)pyridine-3-sulfonamide are obtained in the form of an orange-coloured oil. Yields the product CCCCCN(CCCCC)C(=O)C(CCC(=O)OC)CS(=O)c1ccc(C)c(C)c1. As a reaction SMILES: [CH3:1][c:2]1[cH:3][c:4]([S:9][CH2:10][CH:11]([CH2:12][CH2:13][C:14](=[O:15])[O:16][CH3:17])[C:18]([N:19]([CH2:20][CH2:21][CH2:22][CH2:23][CH3:24])[CH2:25][CH2:26][CH2:27][CH2:28][CH3:29])=[O:30])[cH:5][cH:6][c:7]1[CH3:8].[Cl:31][c:32]1[cH:33][cH:34][cH:35][c:36]([C:37]([O:38][OH:40])=[O:39])[cH:41]1.[Cl:48][CH2:49][Cl:50].[Na+:46].[Na+:47].[S:42]([O-:43])([O-:44])=[O:45]>>[CH3:1][c:2]1[cH:3][c:4]([S:9]([CH2:10][CH:11]([CH2:12][CH2:13][C:14](=[O:15])[O:16][CH3:17])[C:18]([N:19]([CH2:20][CH2:21][CH2:22][CH2:23][CH3:24])[CH2:25][CH2:26][CH2:27][CH2:28][CH3:29])=[O:30])=[O:39])[cH:5][cH:6][c:7]1[CH3:8]. Starting materials: CCCCCN(CCCCC)C(=O)C(CCC(=O)OC)CSc1ccc(C)c(C)c1, O=C(OO)c1cccc(Cl)c1, ClCCl, [Na+], [Na+], O=S([O-])[O-]. Starting materials: CCCCCCCCSc1ccc(C(=O)OC)cc1C(F)(F)F, CO, NN, O. The product is CCCCCCCCSc1ccc(C(=O)NN)cc1C(F)(F)F. As a reaction SMILES: [CH2:1]([CH2:2][CH2:3][CH2:4][CH2:5][CH2:6][CH2:7][CH3:8])[S:9][c:10]1[c:11]([C:20]([F:21])([F:22])[F:23])[cH:12][c:13]([C:14](=[O:15])[O:16][CH3:17])[cH:18][cH:19]1.[CH3:27][OH:28].[NH2:25][NH2:26].[OH2:24]>>[CH2:1]([CH2:2][CH2:3][CH2:4][CH2:5][CH2:6][CH2:7][CH3:8])[S:9][c:10]1[c:11]([C:20]([F:21])([F:22])[F:23])[cH:12][c:13]([C:14](=[O:15])[NH:25][NH2:26])[cH:18][cH:19]1.